From a dataset of the Open Reaction Database (ORD), a public repository of structured organic reaction records. describe an organic reaction: reactants, conditions, products, and yield The reactants are P(O)(O)O (phosphorous acid), C(C1=CC=CC=C1)(=O)N (benzamide), P(Br)(Br)Br (phosphorus tribromide). Solvent: O1CCOCC1 (dioxan), O1CCOCC1 (dioxan), O (water). Yields the product trihydrate, C1(=CC=CC=C1)C(P(O)(=O)O)(P(O)(=O)O)N (1-phenyl-1-aminomethane-1,1-diphosphonic acid). As a reaction SMILES: [C:1]([NH2:9])(=O)[C:2]1[CH:7]=[CH:6][CH:5]=[CH:4][CH:3]=1.P(Br)(Br)Br.[P:14]([OH:17])([OH:16])[OH:15]>O1CCOCC1.O>[C:2]1([C:1]([NH2:9])([P:14]([OH:17])(=[O:15])[OH:16])[P:14]([OH:17])(=[O:16])[OH:15])[CH:7]=[CH:6][CH:5]=[CH:4][CH:3]=1. Procedure details: 120 parts of benzamide were suspended in 300 parts of dioxan and reacted with 541 parts of phosphorus tribromide. Then 82 parts of phosphorous acid dissolved in dioxan were added at about 20°C, and the mixture was heated at 60° to 70° C for 3 to 4 hours. The reaction mixture was poured on ice and then concentrated. Subsequently, the mixture was extracted with acetone and then with ether. The residue was isolated, dissolved in water and precipitated again with ethyl acetate/acetone. The precipita... The reactants are COC=1C=C(CC2N(CCCC3=C2C=C(C(=C3)OC)O)CC(=O)NC3CCC2=CC=CC=C32)C=CC1OC (2-[1-(3,4-dimethoxy-benzyl)-8-hydroxy-7-methoxy-1,3,4,5-tetrahydro-benzo[c]azepin-2-yl]-N-indan-1-yl-acetamide), BrCC(F)F (2-bromo-1,1-difluoroethane). Product: FC(COC=1C(=CC2=C(C(N(CCC2)CC(=O)NC2CCC3=CC=CC=C23)CC2=CC(=C(C=C2)OC)OC)C1)OC)F (2-[8-(2,2-Difluoro-ethoxy)-1-(3,4-dimethoxy-benzyl)-7-methoxy-1,3,4,5-tetrahydro-benzo[c]azepin-2-yl]-N-indan-1-yl-acetamide). Reaction SMILES: [CH3:1][O:2][C:3]1[CH:4]=[C:5]([CH:34]=[CH:35][C:36]=1[O:37][CH3:38])[CH2:6][CH:7]1[C:13]2[CH:14]=[C:15]([OH:20])[C:16]([O:18][CH3:19])=[CH:17][C:12]=2[CH2:11][CH2:10][CH2:9][N:8]1[CH2:21][C:22]([NH:24][CH:25]1[C:33]2[C:28](=[CH:29][CH:30]=[CH:31][CH:32]=2)[CH2:27][CH2:26]1)=[O:23].Br[CH2:40][CH:41]([F:43])[F:42]>>[F:42][CH:41]([F:43])[CH2:40][O:20][C:15]1[C:16]([O:18][CH3:19])=[CH:17][C:12]2[CH2:11][CH2:10][CH2:9][N:8]([CH2:21][C:22]([NH:24][CH:25]3[C:33]4[C:28](=[CH:29][CH:30]=[CH:31][CH:32]=4)[CH2:27][CH2:26]3)=[O:23])[CH:7]([CH2:6][C:5]3[CH:34]=[CH:35][C:36]([O:37][CH3:38])=[C:3]([O:2][CH3:1])[CH:4]=3)[C:13]=2[CH:14]=1. Reported procedure: prepared by reaction of 2-[1-(3,4-dimethoxy-benzyl)-8-hydroxy-7-methoxy-1,3,4,5-tetrahydro-benzo[c]azepin-2-yl]-N-indan-1-yl-acetamide with 2-bromo-1,1-difluoroethane. RXN SMILES: [CH3:1][N:2]1[CH2:8][CH2:7][CH:6]([OH:9])[C:5]2[CH:10]=[CH:11][O:12][C:4]=2[CH2:3]1.F[C:14]1[CH:19]=[CH:18][C:17]([C:20]([F:23])([F:22])[F:21])=[CH:16][CH:15]=1>>[CH3:1][N:2]1[CH2:8][CH2:7][CH:6]([O:9][C:14]2[CH:19]=[CH:18][C:17]([C:20]([F:23])([F:22])[F:21])=[CH:16][CH:15]=2)[C:5]2[CH:10]=[CH:11][O:12][C:4]=2[CH2:3]1. The product is CN1CC2=C(C(CC1)OC1=CC=C(C=C1)C(F)(F)F)C=CO2 (7-Methyl-4-[4-(trifluoromethyl)phenyloxy]-5,6,7,8-tetrahydro-4H-furo[2,3-c]azepine). Starting materials: CN1CC2=C(C(CC1)O)C=CO2 (7-methyl-5,6,7,8-tetrahydro-4H-furo[2,3-c]azepin-4-ol), FC1=CC=C(C=C1)C(F)(F)F (4-fluorobenzotrifluoride). Reported procedure: The same method as in Example 1 was conducted using 7-methyl-5,6,7,8-tetrahydro-4H-furo[2,3-c]azepin-4-ol (Reference Example 19) instead of 6-methyl-4,5,6,7-tetrahydrothieno[2,3-c]pyridin-4-ol (Reference Example 6) and was conducted using 4-fluorobenzotrifluoride instead of 1-fluoronaphthalene to give the objective compound. Reactants: BrCC1=CC=C(C=C1)C(C(=O)OC(C)(C)C)(F)F (tert-butyl 2-[4-(bromomethyl)phenyl]-2,2-difluoroacetate), C1CCOC1 (THF), FC(C1=CC=C(CC(CC2=CC=C(C=C2)OP(O)(=O)C(F)F)(C(=O)C2=CC(=CC=C2)F)C2=CC=C(C=C2)SC)C=C1)(P(=O)(O)O)F ((4-{2-{4-[difluoro(phosphono)methyl]benzyl}-3-(3-fluorophenyl)-2-[4-(methylsulfanyl)phenyl]-3-oxopropyl]phenyl)(difluoro)methyl phosphonic acid), C1CCOC1 (THF), C1COCCOCCOCCOCCOCCO1 (18-crown-6), CC(C)([O-])C.[K+] (potassium tert-butoxide). Reagents/catalysts: [N+](CCCC)(CCCC)(CCCC)CCCC.[I-] (nBu4NI). Reaction conditions: time 2 hour. Product: C(C)(C)(C)OP(=O)(OC(C)(C)C)C(C1=CC=C(CC(CC2=CC=C(C=C2)C(C(=O)O)(F)F)(C(C2=CC=CC=C2)=O)C2=CC=CC=C2)C=C1)(F)F (2-[4-(2-{4-{{di(tert-butoxy)phosphoryl](difluoro)methyl]benzyl}-3-oxo-2,3-diphenylpropyl)phenyl]-2,2-difluoroacetic acid). As a reaction SMILES: [F:1][C:2]([F:46])([P:42]([OH:45])(O)=[O:43])[C:3]1[CH:41]=[CH:40][C:6]([CH2:7][C:8]([C:32]2[CH:37]=[CH:36][C:35](SC)=[CH:34][CH:33]=2)([C:23]([C:25]2[CH:30]=[CH:29][CH:28]=[C:27](F)[CH:26]=2)=[O:24])[CH2:9][C:10]2[CH:15]=[CH:14][C:13](OP(C(F)F)(=O)O)=[CH:12][CH:11]=2)=[CH:5][CH:4]=1.[CH2:47]1OCCOCCOCCOCCOCCOC1.[CH3:65][C:66]([CH3:69])([O-:68])[CH3:67].[K+].BrCC1C=CC([C:79]([F:88])([F:87])[C:80]([O:82]C(C)(C)C)=[O:81])=CC=1.[CH2:89]1[CH2:93]OC[CH2:90]1>[N+](CCCC)(CCCC)(CCCC)CCCC.[I-]>[C:66]([O:68][P:42]([C:2]([F:1])([F:46])[C:3]1[CH:41]=[CH:40][C:6]([CH2:7][C:8]([C:32]2[CH:37]=[CH:36][CH:35]=[CH:34][CH:33]=2)([C:23](=[O:24])[C:25]2[CH:26]=[CH:27][CH:28]=[CH:29][CH:30]=2)[CH2:9][C:10]2[CH:15]=[CH:14][C:13]([C:79]([F:88])([F:87])[C:80]([OH:82])=[O:81])=[CH:12][CH:11]=2)=[CH:5][CH:4]=1)([O:45][C:89]([CH3:90])([CH3:93])[CH3:47])=[O:43])([CH3:69])([CH3:67])[CH3:65] |f:2.3,6.7|. Reported procedure: To the compound of Example 33 (0.100 g, 0.189 mmol) in THF (0.90 mL) were added nBu4NI (catalytic) and a trace of 18-crown-6. To this mixture at −78° C. was added potassium tert-butoxide (1M in THF, 0.208 mL) after a period of 10 min at −78° C., a THF solution (0.30 mL) of tert-butyl 2-[4-(bromomethyl)phenyl]-2,2-difluoroacetate](0.066 g, 0.206 mmol) was added. After a period of 2 h, at 0° C., the reaction mixture was quenched as described for Example 31 Step 1. Yields the product CC(=O)N1c2ccccc2C=Cc2ccccc21. As a reaction SMILES: [CH3:22][C:23]([Cl:24])=[O:25].[cH:16]1[cH:17][cH:18][n:19][cH:20][cH:21]1.[cH:1]1[cH:2][cH:3][cH:4][c:5]2[c:11]1[CH:10]=[CH:9][c:8]1[c:7]([cH:15][cH:14][cH:13][cH:12]1)[NH:6]2.[cH:26]1[cH:27][cH:28][cH:29][cH:30][cH:31]1>>[cH:1]1[cH:2][cH:3][cH:4][c:5]2[c:11]1[CH:10]=[CH:9][c:8]1[c:7]([cH:15][cH:14][cH:13][cH:12]1)[N:6]2[C:23]([CH3:22])=[O:25]. Reactants: CC(=O)Cl, c1ccncc1, C1=Cc2ccccc2Nc2ccccc21, c1ccccc1. Starting materials: compound, O=C1CCN(CC1)C1=CC=C(C#N)C=C1 (4-(4-Oxo-1-piperidinyl)benzonitrile), N1CCCC1 (pyrrolidine), C1(=CC=C(C=C1)S(=O)(=O)O)C (p-toluenesulfonic acid), C1=CC=CC=C1 (benzene). Run in O (water). Product: 20, N1(CCCC1)C=1CCN(CC1)C1=CC=C(C#N)C=C1 (4-(3,6-Dihydro-4-(1-pyrrolidinyl)-1(2H)-pyridinyl]benzonitrile). Yield: 66.0%. Reaction SMILES: O=[C:2]1[CH2:7][CH2:6][N:5]([C:8]2[CH:15]=[CH:14][C:11]([C:12]#[N:13])=[CH:10][CH:9]=2)[CH2:4][CH2:3]1.[NH:16]1[CH2:20][CH2:19][CH2:18][CH2:17]1.C1(C)C=CC(S(O)(=O)=O)=CC=1.C1C=CC=CC=1>O>[N:16]1([C:2]2[CH2:7][CH2:6][N:5]([C:8]3[CH:15]=[CH:14][C:11]([C:12]#[N:13])=[CH:10][CH:9]=3)[CH2:4][CH:3]=2)[CH2:20][CH2:19][CH2:18][CH2:17]1. Procedure details: A solution of 24 g (0.1199 mol) of the compound of (B), 15 ml (12.78 g/0.1796 mol) of pyrrolidine, 240 mg of p-toluenesulfonic acid, and 100 ml of benzene is stirred at reflux with the azeotropic removal of water for 6 hours. After cooling, the resulting precipitate is collected and triturated with ethyl ether to afford 20 (66%) of title compound: m.p. 126°-129° C.; IR (KBr) 2200, 1635, and 1600 cm-1 ; NMR (CDCl3) δ7.48 (d, 2H), 6.7 (d, 2H), 4.3-4.1 (m, 1H) 3.95-3.45 (m, 4H), 3.2-2.85 (m, 4H) 2.... Reactants: Brc1cnc(-c2ccccc2)s1, CC(C)(C)OC(=O)N1CC2CNCC2C1, CC(C)(C)[O-], Cc1ccccc1, CCOC(C)=O, [Na+], O=C(C=Cc1ccccc1)C=Cc1ccccc1, O=C(C=Cc1ccccc1)C=Cc1ccccc1, O=C(C=Cc1ccccc1)C=Cc1ccccc1, [Pd], [Pd], c1ccc(P(c2ccccc2)c2ccc3ccccc3c2-c2c(P(c3ccccc3)c3ccccc3)ccc3ccccc23)cc1. The product is CC(C)(C)OC(=O)N1CC2CN(c3cnc(-c4ccccc4)s3)CC2C1. RXN SMILES: [Br:1][c:2]1[cH:3][n:4][c:5](-[c:7]2[cH:8][cH:9][cH:10][cH:11][cH:12]2)[s:6]1.[C:13]([CH3:14])([CH3:15])([CH3:16])[O:17][C:18](=[O:19])[N:20]1[CH2:21][CH:22]2[CH2:23][NH:24][CH2:25][CH:26]2[CH2:27]1.[CH3:74][C:75]([CH3:76])([O-:77])[CH3:78].[CH3:80][c:81]1[cH:82][cH:83][cH:84][cH:85][cH:86]1.[CH3:87][CH2:88][O:89][C:90](=[O:91])[CH3:92].[Na+:79].[O:113]=[C:114]([CH:115]=[CH:116][c:117]1[cH:118][cH:119][cH:120][cH:121][cH:122]1)[CH:123]=[CH:124][c:125]1[cH:126][cH:127][cH:128][cH:129][cH:130]1.[O:131]=[C:132]([CH:133]=[CH:134][c:135]1[cH:136][cH:137][cH:138][cH:139][cH:140]1)[CH:141]=[CH:142][c:143]1[cH:144][cH:145][cH:146][cH:147][cH:148]1.[O:95]=[C:96]([CH:97]=[CH:98][c:99]1[cH:100][cH:101][cH:102][cH:103][cH:104]1)[CH:105]=[CH:106][c:107]1[cH:108][cH:109][cH:110][cH:111][cH:112]1.[Pd:93].[Pd:94].[cH:28]1[cH:29][cH:30][c:31]([P:32]([c:33]2[cH:34][cH:35][c:36]3[c:37]([cH:38][cH:39][cH:40][cH:41]3)[c:42]2-[c:43]2[c:44]3[c:45]([cH:46][cH:47][cH:48][cH:49]3)[cH:50][cH:51][c:52]2[P:53]([c:54]2[cH:55][cH:56][cH:57][cH:58][cH:59]2)[c:60]2[cH:61][cH:62][cH:63][cH:64][cH:65]2)[c:66]2[cH:67][cH:68][cH:69][cH:70][cH:71]2)[cH:72][cH:73]1>>[c:2]1([N:24]2[CH2:23][CH:22]3[CH2:21][N:20]([C:18]([O:17][C:13]([CH3:14])([CH3:15])[CH3:16])=[O:19])[CH2:27][CH:26]3[CH2:25]2)[cH:3][n:4][c:5](-[c:7]2[cH:8][cH:9][cH:10][cH:11][cH:12]2)[s:6]1. The reactants are O (water), C(C)OC1=NC=C(C(=O)O)C=C1 (6-ethoxy-nicotinic acid), C1=CN(C=N1)C(=O)N2C=CN=C2 (CDI), CS(=O)(=O)O.NCC=1C=C2CN(C(C2=CC1)=O)C1C(NC(CC1)=O)=O (3-(5-aminomethyl-1-oxo-1,3-dihydro-isoindol-2-yl)-piperidine-2,6-dione methane sulfonate). The solvent is CN(C=O)C (N,N-dimethylformamide). Conditions: temperature 40 celsius, time 1 hour. The product is O=C1NC(CCC1N1C(C2=CC=C(C=C2C1)CNC(C1=CN=C(C=C1)OCC)=O)=O)=O.C(C)OC1=CC=C(N=N1)C(=O)O (6-ethoxy-pyridazine-3-carboxylic acid N-[2-(2,6-dioxo-piperidin-3-yl)-1-oxo-2,3-dihydro-1H-isoindol-5-ylmethyl]-6-ethoxy-nicotinamide). The yield is 72.6%. RXN SMILES: [CH2:1]([O:3][C:4]1[CH:12]=[CH:11][C:7]([C:8]([OH:10])=[O:9])=[CH:6][N:5]=1)[CH3:2].C1N=C[N:15](C(N2C=NC=C2)=O)C=1.CS(O)(=O)=O.[NH2:30][CH2:31][C:32]1[CH:33]=[C:34]2[C:38](=[CH:39][CH:40]=1)[C:37](=[O:41])[N:36]([CH:42]1[CH2:47][CH2:46][C:45](=[O:48])[NH:44][C:43]1=[O:49])[CH2:35]2.O>CN(C)C=O>[O:49]=[C:43]1[CH:42]([N:36]2[CH2:35][C:34]3[C:38](=[CH:39][CH:40]=[C:32]([CH2:31][NH:30][C:8](=[O:10])[C:7]4[CH:11]=[CH:12][C:4]([O:3][CH2:1][CH3:2])=[N:5][CH:6]=4)[CH:33]=3)[C:37]2=[O:41])[CH2:47][CH2:46][C:45](=[O:48])[NH:44]1.[CH2:1]([O:3][C:4]1[N:5]=[N:15][C:7]([C:8]([OH:10])=[O:9])=[CH:11][CH:12]=1)[CH3:2] |f:2.3,6.7|. Procedure details: A stirred mixture of 6-ethoxy-nicotinic acid (0.23 g, 1.40 mmol) and CDI (0.24 g, 1.50 mmol) in N,N-dimethylformamide (10 mL) was heated to 40° C. under nitrogen. After 1 h, 3-(5-aminomethyl-1-oxo-1,3-dihydro-isoindol-2-yl)-piperidine-2,6-dione methane sulfonate (0.5 g, 1.40 mmol) was added and the mixture was heated at 50° C. for 1.5 h. The mixture was cooled to rt and water (20 mL) was added. The solids were isolated by filtration and then triturated in EtOAc (20 mL) for 18 h. The product was ... Starting materials: COC1=C(CNC=2C=CC3=C(OCC(N3)=O)N2)C=CC(=C1)OC (6-(2,4-Dimethoxy-benzylamino)-1H-pyrido[2,3-b][1,4]oxazin-2-one), [F-].[Cs+] (CsF), IC1=CC=C(C=C1)Cl (4-iodo-chlorobenzene), CNCCNC (N,N′-dimethylethylenediamine). Reagents/catalysts: [Cu]I (CuI). Solvent: CC#N (MeCN). Reaction conditions: temperature 80 celsius, time 16 hour. Yields the product ClC1=CC=C(C=C1)N1C2=C(OCC1=O)N=C(C=C2)NCC2=C(C=C(C=C2)OC)OC (1-(4-chloro-phenyl)-6-(2,4-dimethoxybenzylamino)-1H-pyrido[2,3-b][1,4]oxazin-2-one). Yield: 87.2%. Reaction SMILES: [CH3:1][O:2][C:3]1[CH:21]=[C:20]([O:22][CH3:23])[CH:19]=[CH:18][C:4]=1[CH2:5][NH:6][C:7]1[CH:8]=[CH:9][C:10]2[NH:15][C:14](=[O:16])[CH2:13][O:12][C:11]=2[N:17]=1.I[C:25]1[CH:30]=[CH:29][C:28]([Cl:31])=[CH:27][CH:26]=1.CNCCNC.[F-].[Cs+]>CC#N.[Cu]I>[Cl:31][C:28]1[CH:29]=[CH:30][C:25]([N:15]2[C:14](=[O:16])[CH2:13][O:12][C:11]3[N:17]=[C:7]([NH:6][CH2:5][C:4]4[CH:18]=[CH:19][C:20]([O:22][CH3:23])=[CH:21][C:3]=4[O:2][CH3:1])[CH:8]=[CH:9][C:10]2=3)=[CH:26][CH:27]=1 |f:3.4|. Reported procedure: 6-(2,4-Dimethoxy-benzylamino)-1H-pyrido[2,3-b][1,4]oxazin-2-one (3.76 g, 11.9 mmol), 4-iodo-chlorobenzene (3.4 g, 14.3 mmol), N,N′-dimethylethylenediamine (1.27 mL, 11.9 mmol), and CsF (4.5 g, 29.7 mmol) were suspended in MeCN (100 mL) and sparged with nitrogen. CuI (238 mg, 1.19 mmol) was then added and the mixture stirred at 80° C. for 16 hours. The mixture was allowed to cool and was then concentrated in vacuo. The residue was partitioned between EtOAc and aqueous potassium hydrogenphosphate ... Reactants: CCOC(=O)C(CCC(C)=O)C(=O)c1ccncc1, O=C1C=C(c2ccncc2)CCC1. The product is CC(=O)CCCC(=O)c1ccncc1. RXN SMILES: [O:1]=[C:2]([CH2:3][CH2:4][CH:5]([C:6]([O:7][CH2:8][CH3:9])=[O:10])[C:11](=[O:12])[c:13]1[cH:14][cH:15][n:16][cH:17][cH:18]1)[CH3:19].[n:20]1[cH:21][cH:22][c:23]([C:24]2=[CH:30][C:28](=[O:29])[CH2:27][CH2:26][CH2:25]2)[cH:31][cH:32]1>>[O:1]=[C:2]([CH2:3][CH2:4][CH2:5][C:11](=[O:12])[c:13]1[cH:14][cH:15][n:16][cH:17][cH:18]1)[CH3:19].